Dataset: the Open Reaction Database (ORD), a public repository of structured organic reaction records. Task: describe an organic reaction: reactants, conditions, products, and yield Starting materials: CC(C)(C)N(C(=O)[O-])C1CCCCC1n1cnc2c(cc(Cc3ccc(Cl)nc3)c3ccccc32)c1=O, CO, Cl. Product: NC1CCCCC1n1cnc2c(cc(Cc3ccc(Cl)nc3)c3ccccc32)c1=O. As a reaction SMILES: [C:1]([N:5]([C:2](=[O:3])[O-:4])[CH:9]1[CH:10]([n:15]2[cH:16][n:17][c:18]3[c:19]4[c:20]([c:21]([CH2:26][c:27]5[cH:28][n:29][c:30]([Cl:33])[cH:31][cH:32]5)[cH:22][c:23]3[c:24]2=[O:25])[cH:34][cH:35][cH:36][cH:37]4)[CH2:11][CH2:12][CH2:13][CH2:14]1)([CH3:6])([CH3:7])[CH3:8].[CH3:39][OH:40].[ClH:38]>>[NH2:5][CH:9]1[CH:10]([n:15]2[cH:16][n:17][c:18]3[c:19]4[c:20]([c:21]([CH2:26][c:27]5[cH:28][n:29][c:30]([Cl:33])[cH:31][cH:32]5)[cH:22][c:23]3[c:24]2=[O:25])[cH:34][cH:35][cH:36][cH:37]4)[CH2:11][CH2:12][CH2:13][CH2:14]1. Isolated yield 68.1%. Conditions: temperature 20 celsius, time 8 hour. Run in CO (methanol), CO.C(Cl)Cl (methanol CH2Cl2), O (H2O), CO (methanol), C1CCOC1 (THF). As a reaction SMILES: [CH2:1]1[C:14]2[C:13]3[CH:12]=[CH:11][CH:10]=[CH:9][C:8]=3[NH:7][C:6]=2[CH:5]([C:15]([O:17][CH3:18])=[O:16])[CH2:4][NH:3][CH2:2]1.Cl.O[CH:21]1[CH2:26][CH2:25][CH2:24][CH2:23][O:22]1.[NH4+].[OH-].[CH2:29](Br)[C:30]1[CH:35]=[CH:34][CH:33]=[CH:32][CH:31]=1>CO.C1COCC1.CO.C(Cl)Cl.O>[CH2:29]([N:3]1[CH:21]2[CH:26]([CH2:25][CH2:24][CH2:23][OH:22])[CH2:4][C:5]([C:15]([O:17][CH3:18])=[O:16])=[C:6]3[NH:7][C:8]4[CH:9]=[CH:10][CH:11]=[CH:12][C:13]=4[C:14]23[CH2:1][CH2:2]1)[C:30]1[CH:35]=[CH:34][CH:33]=[CH:32][CH:31]=1 |f:3.4,8.9|. Product: C(C1=CC=CC=C1)N1CCC23C1C(CC(=C3NC=3C=CC=CC23)C(=O)OC)CCCO (methyl 3-benzyl-1,2,3,3a,4,5-hexahydro-4(3-hydroxy-propyl)-7H-pyrrolo(2,3-d)carbazole-6-carboxylate). Procedure details: To methyl 1,2,3,4,5,6-hexahydroazepino(4,5-b)indole-5-carboxylate (5.0 g, 20 mmol) stirring in methanol (25 mL) was added enough methanol saturated with HCl to turn moist universal pH paper red. The methanol was evaporated at reduced pressure and to the residue was added H2O (50 mL) and 2-hydroxytetrahydropyran (2.2 g, 22 mmol) and the mixture was allowed to stir at 20° C. overnight. TLC (SiO2, 7.5% methanol/CH2Cl2,) of the mixture showed the formation of two products which were methyl 1,2,4,6-t... The reactants are [NH4+].[OH-] (NH4OH), methyl 1,2,4,6-tetrahydro-11-β(4-hydroxybutyl)-3,10b-methanoazepino (4,5-b)indole-5-carboxylate, methyl 1,2,4,6-tetrahydro-11-α (4-hydroxybutyl)-3,10b-methanoazepino (4,5-b)indole-5-carboxylate, C1CNCC(C=2NC=3C=CC=CC3C21)C(=O)OC (methyl 1,2,3,4,5,6-hexahydroazepino(4,5-b)indole-5-carboxylate), OC1OCCCC1 (2-hydroxytetrahydropyran), Cl (HCl), 3-benzyl 1,2,4,6-tetrahydro-11-β(4-hydroxybutyl)-5-methoxycarbonyl-3,10b-methanoazepino (4,5-b)indolium bromide, 3-benzyl-1,2,4,6-tetrahydro-11-α(4'-hydroxybutyl)-5-methoxycarbonyl-3,10b-methanoazepino (4,5-b)indolium bromide, C(C1=CC=CC=C1)Br (benzyl bromide). Starting materials: CCn1c(Cl)c(C=NO)c(=O)n(CC)c1=O, C1CCOC1, O=P(Cl)(Cl)Cl. Yields the product CCn1c(Cl)c(C#N)c(=O)n(CC)c1=O. As a reaction SMILES: [Cl:1][c:2]1[c:3]([CH:14]=[N:15][OH:16])[c:4](=[O:13])[n:5]([CH2:11][CH3:12])[c:6](=[O:10])[n:7]1[CH2:8][CH3:9].[O:22]1[CH2:23][CH2:24][CH2:25][CH2:26]1.[P:17]([Cl:18])([Cl:19])([Cl:20])=[O:21]>>[Cl:1][c:2]1[c:3]([C:14]#[N:15])[c:4](=[O:13])[n:5]([CH2:11][CH3:12])[c:6](=[O:10])[n:7]1[CH2:8][CH3:9]. The reactants are C(C1=CC=CC=C1)NC=1SC(=CN1)C(=O)NC=1SC(=CN1)C1=CC=C(C=C1)C (2-(benzylamino)-N-(5-p-tolylthiazol-2-yl)thiazole-5-carboxamide). Run in C1CCOC1 (THF). The product is C(C1=CC=CC=C1)NC=1SC(=CN1)CNC=1SC(=CN1)C1=CC=C(C=C1)C (N-benzyl-5-((5-p-tolylthiazol-2-ylamino)methyl)thiazol-2-amine). The yield is 18.2%. RXN SMILES: [CH2:1]([NH:8][C:9]1[S:10][C:11]([C:14]([NH:16][C:17]2[S:18][C:19]([C:22]3[CH:27]=[CH:26][C:25]([CH3:28])=[CH:24][CH:23]=3)=[CH:20][N:21]=2)=O)=[CH:12][N:13]=1)[C:2]1[CH:7]=[CH:6][CH:5]=[CH:4][CH:3]=1>C1COCC1>[CH2:1]([NH:8][C:9]1[S:10][C:11]([CH2:14][NH:16][C:17]2[S:18][C:19]([C:22]3[CH:23]=[CH:24][C:25]([CH3:28])=[CH:26][CH:27]=3)=[CH:20][N:21]=2)=[CH:12][N:13]=1)[C:2]1[CH:3]=[CH:4][CH:5]=[CH:6][CH:7]=1. Reported procedure: BMS (0.2 mL, 2.1 mmol) was added to a solution of 2-(benzylamino)-N-(5-p-tolylthiazol-2-yl)thiazole-5-carboxamide (170 mg, 0.42 mmol) in THF (6 mL) at RT. The resulting solution was stirred at reflux overnight. The reaction was then quenched with MeOH (2 mL) and 1N HCl was added until the pH reached 2. After stirring the reaction mixture at reflux temperature for 12 hrs, the organic solvents were evaporated and the aqueous solution was neutralized with 1N NaOH, extracted with CHCl3, dried with N...